This data is from the Open Reaction Database (ORD), a public repository of structured organic reaction records. The task is: describe an organic reaction: reactants, conditions, products, and yield The product is O=C1CC(c2ccccc2F)Oc2ccc(Br)cc21. As a reaction SMILES: [Br:1][c:2]1[cH:3][cH:4][c:5]([OH:11])[c:6]([C:8]([CH3:9])=[O:10])[cH:7]1.[CH3:44][CH2:45][OH:46].[F:12][c:13]1[c:14]([CH:15]=[O:16])[cH:17][cH:18][cH:19][cH:20]1.[Na+:21].[Na+:22].[OH2:23].[OH2:24].[OH2:25].[OH2:26].[OH2:27].[OH2:28].[OH2:29].[OH2:30].[OH2:47].[OH:31][B:32]1[O:33][B-:34]2([OH:43])[O:35][B-:36]([OH:41])([O:37][B:38]([OH:40])[O:39]2)[O:42]1>>[Br:1][c:2]1[cH:3][cH:4][c:5]2[c:6]([cH:7]1)[C:8](=[O:10])[CH2:9][CH:15]([c:14]1[c:13]([F:12])[cH:20][cH:19][cH:18][cH:17]1)[O:11]2. Reactants: CC(=O)c1cc(Br)ccc1O, CCO, O=Cc1ccccc1F, [Na+], [Na+], O, O, O, O, O, O, O, O, O, OB1O[B-]2(O)OB(O)O[B-](O)(O1)O2. Reactants: COC1=C(C(=O)Cl)C=CC(=C1)OC (2,4-dimethoxybenzoylchloride), CC1=C(C=CC=C1)CN1C(=NC2=C1C=CC=C2)CNCCC(C)C (({1-[(2-methylphenyl)methyl]benzimidazol-2-yl}methyl) (3-methylbutyl)amine). Solvent: ClCCl (dichloromethane). Product: COC1=C(C=CC(=C1)OC)C(=O)N(CCC(C)C)CC1=NC2=C(N1CC1=C(C=CC=C1)C)C=CC=C2 ((2,4-dimethoxyphenyl)-N-({1-[(2-methylphenyl)methyl]benzimidazol-2-yl}methyl)-N-(3-methylbutyl)carboxamide). Isolated yield 95.0%. RXN SMILES: [CH3:1][O:2][C:3]1[CH:11]=[C:10]([O:12][CH3:13])[CH:9]=[CH:8][C:4]=1[C:5](Cl)=[O:6].[CH3:14][C:15]1[CH:20]=[CH:19][CH:18]=[CH:17][C:16]=1[CH2:21][N:22]1[C:26]2[CH:27]=[CH:28][CH:29]=[CH:30][C:25]=2[N:24]=[C:23]1[CH2:31][NH:32][CH2:33][CH2:34][CH:35]([CH3:37])[CH3:36]>ClCCl>[CH3:1][O:2][C:3]1[CH:11]=[C:10]([O:12][CH3:13])[CH:9]=[CH:8][C:4]=1[C:5]([N:32]([CH2:31][C:23]1[N:22]([CH2:21][C:16]2[CH:17]=[CH:18][CH:19]=[CH:20][C:15]=2[CH3:14])[C:26]2[CH:27]=[CH:28][CH:29]=[CH:30][C:25]=2[N:24]=1)[CH2:33][CH2:34][CH:35]([CH3:37])[CH3:36])=[O:6]. Procedure details: A solution of 5.4 mmole 2-(chloromethyl)-1-[(2-methylphenyl)methyl]benzimidazole in 20 mL of dry Acetonitrile is treated with 10 mL of isoamylamine for 16 hr at room temperature. The solvent is removed in vacuo and the residue is partitioned between 30 mL of ethyl acetate and 10 mL of 1 N NaOH. The ethyl acetate layer is dried over anhydrous Na2SO4 and solvent removed in vacuo to afford 1.6 g 92% ({1-[(2-methylphenyl)methyl]benzimidazol-2-yl}methyl) (3-methylbutyl)amine. 2,4-dimethoxybenzoylchlo... Reaction SMILES: [CH2:1]([CH2:2][CH2:3][CH3:4])[O:5][c:6]1[cH:7][cH:8][c:9]([C:10](=[O:11])[N:12]([c:13]2[cH:14][cH:15][c:16]([N:19]3[CH2:20][CH:21]([NH:24][CH3:25])[CH2:22][CH2:23]3)[cH:17][cH:18]2)[CH3:26])[cH:27][cH:28]1.[CH3:29][C:30](=[O:31])[O:32][C:33](=[O:34])[CH3:35].[cH:36]1[cH:37][cH:38][n:39][cH:40][cH:41]1>>[CH2:1]([CH2:2][CH2:3][CH3:4])[O:5][c:6]1[cH:7][cH:8][c:9]([C:10](=[O:11])[N:12]([c:13]2[cH:14][cH:15][c:16]([N:19]3[CH2:20][CH:21]([NH:24][CH2:25][C:30]([CH3:29])=[O:31])[CH2:22][CH2:23]3)[cH:17][cH:18]2)[CH3:26])[cH:27][cH:28]1. Reactants: CCCCOc1ccc(C(=O)N(C)c2ccc(N3CCC(NC)C3)cc2)cc1, CC(=O)OC(C)=O, c1ccncc1. Product: CCCCOc1ccc(C(=O)N(C)c2ccc(N3CCC(NCC(C)=O)C3)cc2)cc1. Starting materials: O=C([O-])[O-], CN(C)C=O, BrC1CCCC1, [K+], [K+], O=[N+]([O-])c1ccc(CO)cc1O. The product is O=[N+]([O-])c1ccc(CO)cc1OC1CCCC1. Reaction SMILES: [C:13](=[O:14])([O-:15])[O-:16].[CH3:25][N:26]([CH3:27])[CH:28]=[O:29].[CH:19]1([Br:24])[CH2:20][CH2:21][CH2:22][CH2:23]1.[K+:17].[K+:18].[OH:1][c:2]1[cH:3][c:4]([CH2:5][OH:6])[cH:7][cH:8][c:9]1[N+:10](=[O:11])[O-:12]>>[O:1]([c:2]1[cH:3][c:4]([CH2:5][OH:6])[cH:7][cH:8][c:9]1[N+:10](=[O:11])[O-:12])[CH:19]1[CH2:20][CH2:21][CH2:22][CH2:23]1. The reactants are Cl.NC=1NC=CN1 (2-aminoimidazole hydrochloride), N1=CC=CC=C1 (pyridine), C(C1=CC=CC=C1)(=O)Cl (benzoyl chloride). The solvent is O (water). Product: C1(=CC=CC=C1)C(=O)NC=1NC=CN1 (2-phenylcarbonylaminoimidazole). RXN SMILES: Cl.[NH2:2][C:3]1[NH:4][CH:5]=[CH:6][N:7]=1.N1C=CC=CC=1.[C:14](Cl)(=[O:21])[C:15]1[CH:20]=[CH:19][CH:18]=[CH:17][CH:16]=1>O>[C:15]1([C:14]([NH:2][C:3]2[NH:4][CH:5]=[CH:6][N:7]=2)=[O:21])[CH:20]=[CH:19][CH:18]=[CH:17][CH:16]=1 |f:0.1|. Reported procedure: To a suspension of 6.8 g. of 2-aminoimidazole hydrochloride in 100 ml. of pyridine at -20°C. there is added 6.8 ml. of benzoyl chloride. The thus-obtained reaction mixture is allowed to warm slowly to between 20°-30°C. (room temperature), and maintained at this temperature for 12 hours, diluted with water and filtered to give a residue which is recrystallized from methanol to yield 2-phenylcarbonylaminoimidazole [(III), R = phenyl].